The task is: describe an organic reaction: reactants, conditions, products, and yield. This data is from the Open Reaction Database (ORD), a public repository of structured organic reaction records. Starting materials: C(C(O)CO)(=O)OC (methyl glycerate), N1C=NC=C1 (imidazole), [Si](C1=CC=CC=C1)(C1=CC=CC=C1)(C(C)(C)C)Cl (t-butyldiphenylsilyl chloride). Run in O1CCCC1 (tetrahydrofuran). Reaction conditions: time 18 hour. The product is [Si](C1=CC=CC=C1)(C1=CC=CC=C1)(C(C)(C)C)OCC(C(=O)OC)O (Methyl 3-t-butyldiphenylsilyloxy-2-hydroxypropionate). Yield: 94.2%. Reaction SMILES: [C:1]([O:7][CH3:8])(=[O:6])[CH:2]([CH2:4][OH:5])[OH:3].N1C=CN=C1.[Si:14](Cl)([C:27]([CH3:30])([CH3:29])[CH3:28])([C:21]1[CH:26]=[CH:25][CH:24]=[CH:23][CH:22]=1)[C:15]1[CH:20]=[CH:19][CH:18]=[CH:17][CH:16]=1>O1CCCC1>[Si:14]([O:5][CH2:4][CH:2]([OH:3])[C:1]([O:7][CH3:8])=[O:6])([C:27]([CH3:30])([CH3:29])[CH3:28])([C:21]1[CH:22]=[CH:23][CH:24]=[CH:25][CH:26]=1)[C:15]1[CH:20]=[CH:19][CH:18]=[CH:17][CH:16]=1. Procedure: To a solution of methyl glycerate (25.88 g, 215 mmol) and imidazole (22.0 g, 323 mmol, 1.5 eq) in tetrahydrofuran (250 mL) was added t-butyldiphenylsilyl chloride (53.0 mL, 204 mmol, 0.95 eq) at 0° C. After stirring for 18 h the reaction was quenched by the addition of saturated ammonium chloride and the aqueous phase was extracted with dichloromethane. The organic layer was dried with magnesium sulfate and evaporated under reduced pressure. The crude material was purified by flash chromatograph... Reactants: CO[C@H]([C@H](C(NCCC1=CC=CC=C1)=O)C)[C@H]1N(CCC1)C(=O)OC(C)(C)C (tert-butyl (2S)-2-{(1R,2R)-1-methoxy-2-methyl-3-oxo-3-[(2-phenylethyl)amino]propyl}pyrrolidine-1-carboxylate), solution, Cl (hydrochloric acid). Solvent: O1CCOCC1 (dioxane), CO (methanol), O1CCOCC1 (dioxane). Run at time 18 hour. The product is Cl.CO[C@H]([C@H](C(=O)NCCC1=CC=CC=C1)C)[C@H]1NCCC1 ((2R,3R)-3-methoxy-2-methyl-N-(2-phenylethyl)-3-[(2S)-pyrrolidin-2-yl]propanamide, hydrochloride salt). As a reaction SMILES: [CH3:1][O:2][C@@H:3]([C@@H:17]1[CH2:21][CH2:20][CH2:19][N:18]1C(OC(C)(C)C)=O)[C@@H:4]([CH3:16])[C:5](=[O:15])[NH:6][CH2:7][CH2:8][C:9]1[CH:14]=[CH:13][CH:12]=[CH:11][CH:10]=1.[ClH:29]>O1CCOCC1.CO>[ClH:29].[CH3:1][O:2][C@@H:3]([C@@H:17]1[CH2:21][CH2:20][CH2:19][NH:18]1)[C@@H:4]([CH3:16])[C:5]([NH:6][CH2:7][CH2:8][C:9]1[CH:10]=[CH:11][CH:12]=[CH:13][CH:14]=1)=[O:15] |f:4.5|. Reported procedure: To #20 (7.00 g, 17.9 mmol, 1 eq.) in dioxane (50 mL, 0.36 M) and methanol (2 mL) was added a 4 M solution of hydrochloric acid in dioxane (20 mL, 80 mmol, 4.4 eq.). After stirring for 18 hours, the mixture was concentrated to afford #24 (5.86 g, quantitative) as a gum, which was used without further purification; LC-MS: 292.2 [M+H+], retention time=0.47 minutes. Starting materials: BrC1=CC(=CC(=C1)C)C (1-bromo-3,5-dimethylbenzene), S(=O)(Cl)Cl (thionyl chloride), C1CCOC1 (THF), Cl (hydrochloric acid), Grignard reagent, C1(=CC=CC=C1)C (toluene). Run at time 30 minute. Product: CC=1C=C(C=C(C1)C)S(=O)C1=CC(=CC(=C1)C)C (bis(3,5-dimethylphenyl) sulfoxide). Yield: 60.4%. Reaction SMILES: [S:1](Cl)(Cl)=[O:2].[CH2:5]1COCC1.Br[C:11]1[CH:16]=[C:15]([CH3:17])[CH:14]=[C:13]([CH3:18])[CH:12]=1.Cl.[C:20]1([CH3:26])[CH:25]=[CH:24][CH:23]=[CH:22][CH:21]=1>>[CH3:18][C:13]1[CH:12]=[C:11]([S:1]([C:22]2[CH:23]=[C:24]([CH3:5])[CH:25]=[C:20]([CH3:26])[CH:21]=2)=[O:2])[CH:16]=[C:15]([CH3:17])[CH:14]=1. Procedure: Under ice cooling, a mixture of 16 g thionyl chloride and 32 g THF was added dropwise to a Grignard reagent which had been prepared from 50 g of 1-bromo-3,5-dimethylbenzene. The reaction solution was aged for 30 minutes, after which under ice cooling, 130 g of 3 wt % hydrochloric acid was added dropwise to quench the reaction. The reaction solution was combined with 150 g of toluene. The organic layer was separated, washed with water and concentrated in vacuum. To the residue, hexane was added f... Reactants: CI, [K+], [K+], O=C([O-])[O-], CN(C)C=O, O, OC1CCC(Nc2nccc(-c3c[nH]c4ncccc34)n2)CC1. Yields the product Cn1cc(-c2ccnc(NC3CCC(O)CC3)n2)c2cccnc21. As a reaction SMILES: [CH3:24][I:25].[K+:26].[K+:27].[O-:28][C:29]([O-:30])=[O:31].[O:32]=[CH:33][N:34]([CH3:35])[CH3:36].[OH2:37].[nH:1]1[cH:2][c:3](-[c:10]2[n:11][c:12]([NH:16][CH:17]3[CH2:18][CH2:19][CH:20]([OH:23])[CH2:21][CH2:22]3)[n:13][cH:14][cH:15]2)[c:4]2[c:5]1[n:6][cH:7][cH:8][cH:9]2>>[n:1]1([CH3:29])[cH:2][c:3](-[c:10]2[n:11][c:12]([NH:16][CH:17]3[CH2:18][CH2:19][CH:20]([OH:23])[CH2:21][CH2:22]3)[n:13][cH:14][cH:15]2)[c:4]2[c:5]1[n:6][cH:7][cH:8][cH:9]2. Starting materials: C[C@H]1C(O[C@@H](C1)C1[N@](C1)S(=O)(=O)C1=C(C=CC=C1)[N+](=O)[O-])=O ((3R,5S)-3-Methyl-5-[(S)-1-(2-nitrobenzenesulfonyl)aziridin-2-yl]dihydrofuran-2-one), ClC1=C(C=CC=C1)N1C(CNC(C1)(C)C)=O (1-(2-chlorophenyl)-5,5-dimethylpiperazin-2-one). Yields the product ClC1=C(C=CC=C1)N1CC(N(CC1=O)C[C@@H]([C@H]1OC([C@@H](C1)C)=O)NS(=O)(=O)C1=C(C=CC=C1)[N+](=O)[O-])(C)C (N-{(S)-2-[4-(2-Chlorophenyl)-2,2-dimethyl-5-oxopiperazin-1-yl]-1-[(2S,4R)-4-methyl-5-oxotetrahydrofuran-2-yl]ethyl}-2-nitrobenzenesulfonamide). The solvent is C1(=CC=CC=C1)C (toluene). As a reaction SMILES: [CH3:1][C@@H:2]1[CH2:6][C@@H:5]([CH:7]2[CH2:9][N@@:8]2[S:10]([C:13]2[CH:18]=[CH:17][CH:16]=[CH:15][C:14]=2[N+:19]([O-:21])=[O:20])(=[O:12])=[O:11])[O:4][C:3]1=[O:22].[Cl:23][C:24]1[CH:29]=[CH:28][CH:27]=[CH:26][C:25]=1[N:30]1[CH2:35][C:34]([CH3:37])([CH3:36])[NH:33][CH2:32][C:31]1=[O:38]>C1(C)C=CC=CC=1>[Cl:23][C:24]1[CH:29]=[CH:28][CH:27]=[CH:26][C:25]=1[N:30]1[C:31](=[O:38])[CH2:32][N:33]([CH2:9][C@H:7]([NH:8][S:10]([C:13]2[CH:18]=[CH:17][CH:16]=[CH:15][C:14]=2[N+:19]([O-:21])=[O:20])(=[O:12])=[O:11])[C@@H:5]2[CH2:6][C@@H:2]([CH3:1])[C:3](=[O:22])[O:4]2)[C:34]([CH3:37])([CH3:36])[CH2:35]1. Procedure: A solution of 822 mg of (3R,5S)-3-methyl-5-[(S)-1-(2-nitrobenzenesulfonyl)aziridin-2-yl]dihydrofuran-2-one obtained in Example (76g) (2.52 mmol) and 722 mg of 1-(2-chlorophenyl)-5,5-dimethylpiperazin-2-one obtained in Example (1k) (3.02 mmol) in toluene (25 ml) was stirred at 110° C. for two hours. After cooling, the reaction mixture was concentrated under reduced pressure, and the residue was purified by silica gel column chromatography (elution solvent:methylene chloride/ethyl acetate=3/1-2/1)... Yield: 94.1%. The reactants are CNC(=O)c1c(I)c(NC(C)=O)c(I)c(C(=O)[O-])c1I, CCOC(=O)OC(C)Cl, [I-], [K+], [Na+], CN(C)C=O. The product is CCOC(=O)OC(C)OC(=O)c1c(I)c(NC(C)=O)c(I)c(C(=O)NC)c1I. RXN SMILES: [C:10]([CH3:11])(=[O:12])[NH:13][c:14]1[c:15]([I:29])[c:16]([C:25](=[O:26])[NH:27][CH3:28])[c:17]([I:24])[c:18]([C:21](=[O:22])[O-:23])[c:19]1[I:20].[C:1]([O:2][CH:3]([CH3:4])[Cl:5])([O:6][CH2:7][CH3:8])=[O:9].[I-:32].[K+:30].[Na+:31].[O:33]=[CH:34][N:35]([CH3:36])[CH3:37]>>[C:1]([O:2][CH:3]([CH3:4])[O:23][C:21]([c:18]1[c:17]([I:24])[c:16]([C:25](=[O:26])[NH:27][CH3:28])[c:15]([I:29])[c:14]([NH:13][C:10]([CH3:11])=[O:12])[c:19]1[I:20])=[O:22])([O:6][CH2:7][CH3:8])=[O:9]. Starting materials: BrC=1C=2N(N=C(C1)C)C(=C(C2)C)C2=C(C=C(C=C2)Cl)Cl (4-bromo-7-(2,4-dichlorophenyl)-2,6-dimethylpyrrolo[1,2-b]pyridazine), C1(=CC=CC=C1)PC1=CC=CC=C1 ((diphenyl)phosphine), C(=O)([O-])[O-].[Cs+].[Cs+] (Cs2CO3), C1(=CC=CC=C1)PC1=CC=CC=C1 ((diphenyl)phosphine), C(C)C(CC)N (1-ethylpropylamine), C(C)C(CC)N (1-ethylpropylamine). The reagents and catalysts are C=1C=CC(=CC1)/C=C/C(=O)/C=C/C2=CC=CC=C2.C=1C=CC(=CC1)/C=C/C(=O)/C=C/C2=CC=CC=C2.C=1C=CC(=CC1)/C=C/C(=O)/C=C/C2=CC=CC=C2.[Pd].[Pd] (Pd2(dba)3), C=1C=CC(=CC1)/C=C/C(=O)/C=C/C2=CC=CC=C2.C=1C=CC(=CC1)/C=C/C(=O)/C=C/C2=CC=CC=C2.C=1C=CC(=CC1)/C=C/C(=O)/C=C/C2=CC=CC=C2.[Pd].[Pd] (Pd2(dba)3). The solvent is O1CCOCC1 (dioxane). Reaction conditions: time 5 minute. The product is ClC1=C(C=CC(=C1)Cl)C1=C(C=C2N1N=C(C=C2NC(CC)CC)C)C (7-(2,4-dichlorophenyl)-N-(1-ethylpropyl)-2,6-dimethylpyrrolo[1,2-b]pyridazin-4-amine). Reaction SMILES: Br[C:2]1[C:3]2[N:4]([C:9]([C:13]3[CH:18]=[CH:17][C:16]([Cl:19])=[CH:15][C:14]=3[Cl:20])=[C:10]([CH3:12])[CH:11]=2)[N:5]=[C:6]([CH3:8])[CH:7]=1.C1(PC2C=CC=CC=2)C=CC=CC=1.C([O-])([O-])=O.[Cs+].[Cs+].[CH2:40]([CH:42]([NH2:45])[CH2:43][CH3:44])[CH3:41]>O1CCOCC1.C1C=CC(/C=C/C(/C=C/C2C=CC=CC=2)=O)=CC=1.C1C=CC(/C=C/C(/C=C/C2C=CC=CC=2)=O)=CC=1.C1C=CC(/C=C/C(/C=C/C2C=CC=CC=2)=O)=CC=1.[Pd].[Pd]>[Cl:20][C:14]1[CH:15]=[C:16]([Cl:19])[CH:17]=[CH:18][C:13]=1[C:9]1[N:4]2[N:5]=[C:6]([CH3:8])[CH:7]=[C:2]([NH:45][CH:42]([CH2:43][CH3:44])[CH2:40][CH3:41])[C:3]2=[CH:11][C:10]=1[CH3:12] |f:2.3.4,7.8.9.10.11|. Procedure: A mixture of 4-bromo-7-(2,4-dichlorophenyl)-2,6-dimethylpyrrolo[1,2-b]pyridazine (0.253 g, 0.683 mmol), 5-(diphenylphosphino)-9,9-dimethyl-9H-xanthen-4-yl](diphenyl)phosphine (0.043 g, 0.068 mmol), Cs2CO3 (0.311 g, 0.956 mmol) and Pd2(dba)3 (0.031 g, 0.034 mmol) in dioxane (7.0 mL) is stirred at room temperature for 5 min followed by the addition of 1-ethylpropylamine (0.16 mL, 0.119 g, 1.37 mmol). The resulting mixture is refluxed for 10 h. After cooling to room temperature, 5-(diphenylphosphin... Reactants: O (water), O1CC(NCC2=C1C=CC=C2)=O (4,5-dihydro-1,4-benzoxazepin-3(2H)-one), [H-].[Al+3].[Li+].[H-].[H-].[H-] (lithium aluminium hydride). Run in O1CCCC1 (tetrahydrofuran), CCOCC (ether), C(C)(=O)OCC (ethyl acetate). Product: O1CCNCC2=C1C=CC=C2 (2,3,4,5-Tetrahydro-1,4-benzoxazepine). Yield: 90.5%. Reaction SMILES: [H-].[Al+3].[Li+].[H-].[H-].[H-].[O:7]1[C:13]2[CH:14]=[CH:15][CH:16]=[CH:17][C:12]=2[CH2:11][NH:10][C:9](=O)[CH2:8]1.O>CCOCC.O1CCCC1.C(OCC)(=O)C>[O:7]1[C:13]2[CH:14]=[CH:15][CH:16]=[CH:17][C:12]=2[CH2:11][NH:10][CH2:9][CH2:8]1 |f:0.1.2.3.4.5|. Reported procedure: To the suspension of lithium aluminium hydride (15.2 g, 0.4 mol) in 600 mL of ether was added a solution of 4,5-dihydro-1,4-benzoxazepin-3(2H)-one (16.3 g, 0.1 mol) in 60 mL of tetrahydrofuran at room temperature. After being heated with stirring under reflux overnight, water was added dropwise to quench the reaction at 0° C., The resulting mixture was diluted with ethyl acetate, and then filtered by a pad of celite. The filtrate was concentrated under reduced pressure, followed by the addition ... The reactants are COC(=O)C1=NC(=C2C=CC(N(C2=C1O)CC1=CC=CC=C1)=O)C#N (1-benzyl-5-cyano-8-hydroxy-2-oxo-1,2-dihydro-[1,6]naphthyridine-7-carboxylic acid methyl ester), NCC(=O)O (glycine), C[O-].[Na+] (NaOMe). Yields the product C(C1=CC=CC=C1)N1C(C=CC2=C(N=C(C(=C12)O)C(=O)NCC(=O)O)C#N)=O ([(1-Benzyl-5-cyano-8-hydroxy-2-oxo-1,2-dihydro-[1,6]naphthyridine-7-carbonyl)-amino]-acetic acid). Yield: 66.1%. As a reaction SMILES: CO[C:3]([C:5]1[C:14]([OH:15])=[C:13]2[C:8]([CH:9]=[CH:10][C:11](=[O:23])[N:12]2[CH2:16][C:17]2[CH:22]=[CH:21][CH:20]=[CH:19][CH:18]=2)=[C:7]([C:24]#[N:25])[N:6]=1)=[O:4].[NH2:26][CH2:27][C:28]([OH:30])=[O:29].C[O-].[Na+]>>[CH2:16]([N:12]1[C:13]2[C:8](=[C:7]([C:24]#[N:25])[N:6]=[C:5]([C:3]([NH:26][CH2:27][C:28]([OH:30])=[O:29])=[O:4])[C:14]=2[OH:15])[CH:9]=[CH:10][C:11]1=[O:23])[C:17]1[CH:22]=[CH:21][CH:20]=[CH:19][CH:18]=1 |f:2.3|. Reported procedure: A mixture of 1-benzyl-5-cyano-8-hydroxy-2-oxo-1,2-dihydro-[1,6]naphthyridine-7-carboxylic acid methyl ester (20 mg, 0.060 mmol), glycine (448 mg, 6.0 mmol) and NaOMe solution (9.6 mL, 4.8 mmol, 0.5 M in MeOH) was refluxed for 16 h. After the mixture was cooled to r.t., solvent was evaporated in vacuo. The residue was partitioned between EtOAc and water. 1 M HCl was added with vigorous stirring until pH about 2. The organic layer was dried over MgSO4 and concentrated. The residue was taken up in ... The reagents and catalysts are C(C)(C)(C)O (t-butanol), [Os](=O)(=O)(=O)=O (osmium tetroxide). Solvent: CC(=O)C (acetone). Reported procedure: A solution of 1-(9-decenyl)-3,7-dimethylxanthine (3.2g, 10.1 mmol), prepared above, 4-methylmorpholine-N-oxide (1.41 g, 12 mmol) and 2.5% osmium tetroxide in t-butanol (3 drops) in acetone (40 ml) and water (10 ml) was stirred for 24 hr. After the addition of saturated sodium dithionite solution (5 ml) the mixture was stirred for 15 min. The mixture was extracted with 25% ethanol-dichloromethane (4×50 ml). The combined organic layers were dried over sodium sulfate and the solvents were evaporate... Reaction conditions: time 15 minute. The reactants are C(CCCCCCCC=C)N1C(=O)N(C=2N=CN(C2C1=O)C)C (1-(9-decenyl)-3,7-dimethylxanthine), C[N+]1(CCOCC1)[O-] (4-methylmorpholine-N-oxide), S(=O)([O-])S(=O)[O-].[Na+].[Na+] (sodium dithionite), O (water). RXN SMILES: [CH2:1]([N:11]1[C:20](=[O:21])[C:19]2[N:18]([CH3:22])[CH:17]=[N:16][C:15]=2[N:14]([CH3:23])[C:12]1=[O:13])[CH2:2][CH2:3][CH2:4][CH2:5][CH2:6][CH2:7][CH2:8][CH:9]=[CH2:10].C[N+]1([O-])CC[O:28]CC1.[OH2:32].S(S([O-])=O)([O-])=O.[Na+].[Na+]>C(O)(C)(C)C.CC(C)=O.[Os](=O)(=O)(=O)=O>[OH:32][CH:9]([CH2:10][OH:28])[CH2:8][CH2:7][CH2:6][CH2:5][CH2:4][CH2:3][CH2:2][CH2:1][N:11]1[C:20](=[O:21])[C:19]2[N:18]([CH3:22])[CH:17]=[N:16][C:15]=2[N:14]([CH3:23])[C:12]1=[O:13] |f:3.4.5|. Yields the product OC(CCCCCCCCN1C(=O)N(C=2N=CN(C2C1=O)C)C)CO (1-(9,10-dihydroxydecyl)-3,7-dimethylxanthine). Yield: 93.0%.